Dataset: the Open Reaction Database (ORD), a public repository of structured organic reaction records. Task: describe an organic reaction: reactants, conditions, products, and yield Starting materials: [BH4-], CCOCCOc1cc(C(=O)OC)ccc1I, [Cl-], Cl, [Li+], [NH4+], C1CCOC1. The product is CCOCCOc1cc(CO)ccc1I. RXN SMILES: [BH4-:1].[CH2:3]([CH3:4])[O:5][CH2:6][CH2:7][O:8][c:9]1[cH:10][c:11]([C:12](=[O:13])[O:14][CH3:15])[cH:16][cH:17][c:18]1[I:19].[Cl-:20].[ClH:22].[Li+:2].[NH4+:21].[O:23]1[CH2:24][CH2:25][CH2:26][CH2:27]1>>[CH2:3]([CH3:4])[O:5][CH2:6][CH2:7][O:8][c:9]1[cH:10][c:11]([CH2:12][OH:13])[cH:16][cH:17][c:18]1[I:19]. The reactants are Cl(=O)(=O)(=O)[O-].C1=[NH+]CCC2=CC=CC=C12 (3,4-Dihydroisoquinolinium perchlorate), C(C)(C)=C1C(C2=CC=CC=C2C1)=O (2-isopropylidene-indan-1-one). Solvent: CO (methanol). Product: Cl(=O)(=O)(=O)[O-].CC=1C2=C([N+]=3CCC4=C(C3C1)C=CC=C4)C4=CC=CC=C4C2 (13,14-Dihydro-6-methyl-7H-benzo[a]indeno[1,2-f]quinolizinium perchlorate). RXN SMILES: [Cl:1]([O-:5])(=[O:4])(=[O:3])=[O:2].[CH:6]1[C:15]2[C:10](=[CH:11][CH:12]=[CH:13][CH:14]=2)[CH2:9][CH2:8][NH+:7]=1.[C:16](=[C:19]1[CH2:27][C:26]2[C:21](=[CH:22][CH:23]=[CH:24][CH:25]=2)[C:20]1=O)([CH3:18])[CH3:17]>CO>[Cl:1]([O-:5])(=[O:4])(=[O:3])=[O:2].[CH3:18][C:16]1[C:19]2[CH2:27][C:26]3[C:21](=[CH:22][CH:23]=[CH:24][CH:25]=3)[C:20]=2[N+:7]2[CH2:8][CH2:9][C:10]3[CH:11]=[CH:12][CH:13]=[CH:14][C:15]=3[C:6]=2[CH:17]=1 |f:0.1,4.5|. Reported procedure: 3,4-Dihydroisoquinolinium perchlorate (2 g) and 2-isopropylidene-indan-1-one (2 g) were heated together at 150° for 2 hours. The reaction mixture was cooled and diluted with methanol. The product was collected by filtration and recrystallized from methanol. Reactants: C(#N)C(C)(C(C)(C)C)NC(CCCCCCCCC)=O (2-cyano-2-decanoylamino-3,3-dimethylbutane), C(C)O (ethanol). Reagents/catalysts: [Ni] (Raney Nickel). The solvent is [OH-].[NH4+] (ammonium hydroxide). Yields the product CC1(N=C(NC1)CCCCCCCCCCC)C(C)(C)C (4-Methyl-4-t-butyl-2-undecyl-2-imidazoline). Isolated yield 52.0%. RXN SMILES: [C:1]([C:3]([NH:9][C:10](=O)[CH2:11][CH2:12][CH2:13][CH2:14][CH2:15][CH2:16][CH2:17][CH2:18][CH3:19])([C:5]([CH3:8])([CH3:7])[CH3:6])[CH3:4])#[N:2].[CH2:21](O)[CH3:22]>[OH-].[NH4+].[Ni]>[CH3:4][C:3]1([C:5]([CH3:8])([CH3:7])[CH3:6])[CH2:1][NH:2][C:10]([CH2:11][CH2:12][CH2:13][CH2:14][CH2:15][CH2:16][CH2:17][CH2:18][CH2:19][CH2:21][CH3:22])=[N:9]1 |f:2.3|. Procedure: 15 g of 2-cyano-2-decanoylamino-3,3-dimethylbutane (prepared from acylation of aminonitrile obtained from treatment of pinacolone with sodium cyanide and ammonium chloride) in 250 ml of 95% ethanol and 70 ml of ammonium hydroxide was hydrogenated with T-1 Raney Nickel. The catalyst was filtered off. The filtrate was concentrated and the residue was distilled at reduced pressure to give 7.5 g (52%) of the product. Reactants: CN, CO, CN(C)C=O, CCOC(C)=O, CN(Cc1ccc(CCn2cnc3cc(-c4ccc(Cl)cc4)sc3c2=O)cc1)C(=O)CCl. The product is CNCC(=O)N(C)Cc1ccc(CCn2cnc3cc(-c4ccc(Cl)cc4)sc3c2=O)cc1. As a reaction SMILES: [CH3:33][NH2:34].[CH3:35][OH:36].[CH3:37][N:38]([CH3:39])[CH:40]=[O:41].[CH3:42][CH2:43][O:44][C:45](=[O:46])[CH3:47].[Cl:1][CH2:2][C:3](=[O:4])[N:5]([CH3:6])[CH2:7][c:8]1[cH:9][cH:10][c:11]([CH2:14][CH2:15][n:16]2[cH:17][n:18][c:19]3[c:20]([c:21]2=[O:22])[s:23][c:24](-[c:26]2[cH:27][cH:28][c:29]([Cl:32])[cH:30][cH:31]2)[cH:25]3)[cH:12][cH:13]1>>[CH2:2]([C:3](=[O:4])[N:5]([CH3:6])[CH2:7][c:8]1[cH:9][cH:10][c:11]([CH2:14][CH2:15][n:16]2[cH:17][n:18][c:19]3[c:20]([c:21]2=[O:22])[s:23][c:24](-[c:26]2[cH:27][cH:28][c:29]([Cl:32])[cH:30][cH:31]2)[cH:25]3)[cH:12][cH:13]1)[NH:34][CH3:33].